Dataset: the Open Reaction Database (ORD), a public repository of structured organic reaction records. Task: describe an organic reaction: reactants, conditions, products, and yield Starting materials: Clc1cc(Br)c2nccn2n1, ClC(Cl)Cl, Cl, O=C1CCC(=O)N1Br. The product is Clc1cc(Br)c2ncc(Br)n2n1. RXN SMILES: [Br:2][c:3]1[c:4]2[n:5]([n:6][c:7]([Cl:9])[cH:8]1)[cH:10][cH:11][n:12]2.[CH:21]([Cl:22])([Cl:23])[Cl:24].[ClH:1].[O:13]=[C:14]1[N:15]([Br:20])[C:16](=[O:17])[CH2:18][CH2:19]1>>[Br:2][c:3]1[c:4]2[n:5]([n:6][c:7]([Cl:9])[cH:8]1)[c:10]([Br:20])[cH:11][n:12]2. The reactants are [OH-].[K+] (potassium hydroxide), C(C)(=O)NC=1C(=C(C(=C(C(=O)N(C)CC(CO)O)C1I)I)C(=O)N(C)CC(CO)O)I (5-acetylamino-N,N′-bis-(2,3-dihydroxypropyl)-2,4,6-triiodo-N,N′-dimethyl isophthalamide), O1C(C1)CCCCC1OC1 (2-(4-oxiran-2-ylbutyl)oxirane), Cl (HCl), B(O)(O)O (boric acid). Run in O.CO (water methanol), O (water), C(C)#N (acetonitrile). Conditions: time 60 minute. Product: OC(CN(C(C)=O)C=1C(=C(C(=C(C(=O)N(CC(CO)O)C)C1I)I)C(=O)N(CC(CO)O)C)I)CCCCC(CN(C(C)=O)C=1C(=C(C(=C(C(=O)N(C)CC(CO)O)C1I)I)C(=O)N(C)CC(CO)O)I)O (5,5′-(2,7-dihydroxyoctane-1,8-diyl)bis(acetylazanediyl)bis(N1,N3-bis(2,3-dihydroxypropyl)-2,4,6-triiodo-N1,N3-dimethylisophthalamide)). RXN SMILES: [OH-:1].[K+].[C:3]([NH:6][C:7]1[C:8]([I:33])=[C:9]([C:24]([N:26]([CH2:28][CH:29]([OH:32])[CH2:30][OH:31])[CH3:27])=[O:25])[C:10]([I:23])=[C:11]([C:21]=1[I:22])[C:12]([N:14]([CH2:16][CH:17]([OH:20])[CH2:18][OH:19])[CH3:15])=[O:13])(=[O:5])[CH3:4].B(O)(O)O.[O:38]1[CH2:40][CH:39]1[CH2:41][CH2:42][CH2:43][CH2:44][CH:45]1[CH2:47][O:46]1.Cl>C(#N)C.O.O.CO>[OH:38][CH:39]([CH2:41][CH2:42][CH2:43][CH2:44][CH:45]([OH:46])[CH2:47][N:6]([C:7]1[C:21]([I:22])=[C:11]([C:12]([N:14]([CH2:16][CH:17]([OH:20])[CH2:18][OH:19])[CH3:15])=[O:13])[C:10]([I:23])=[C:9]([C:8]=1[I:33])[C:24]([N:26]([CH2:28][CH:29]([OH:32])[CH2:30][OH:31])[CH3:27])=[O:25])[C:3](=[O:1])[CH3:4])[CH2:40][N:6]([C:7]1[C:21]([I:22])=[C:11]([C:12]([N:14]([CH3:15])[CH2:16][CH:17]([OH:20])[CH2:18][OH:19])=[O:13])[C:10]([I:23])=[C:9]([C:8]=1[I:33])[C:24]([N:26]([CH3:27])[CH2:28][CH:29]([OH:32])[CH2:30][OH:31])=[O:25])[C:3](=[O:5])[CH3:4] |f:0.1,8.9|. Procedure details: To a stirred solution of water/methanol (4.9 ml, 2.5 ml) and potassium hydroxide (0.47 g, 8.4 mmol) at 40° C. was added 5-acetylamino-N,N′-bis-(2,3-dihydroxypropyl)-2,4,6-triiodo-N,N′-dimethyl isophthalamide (5.0 g, 6.5 mmol). To the clear solution was then added boric acid (0.28 g, 4.5 mmol). The mixture was cooled to room temperature and pH adjusted to 12.6. 2-(4-oxiran-2-ylbutyl)oxirane (0.315 g, 2.22 mmol) was added. The pH of the solution was adjusted to the interval 12.6-13. The reaction w...